From a dataset of the Open Reaction Database (ORD), a public repository of structured organic reaction records. describe an organic reaction: reactants, conditions, products, and yield Starting materials: O=C([O-])[O-], C1CCOC1, CO, COC(=O)C1=Cc2cc(OCc3ccc(Cl)cc3)ccc2S(=O)(=O)CC1, Cl, [K+], [K+]. The product is O=C(O)C1=Cc2cc(OCc3ccc(Cl)cc3)ccc2S(=O)(=O)CC1. As a reaction SMILES: [C:27](=[O:28])([O-:29])[O-:30].[CH2:34]1[O:35][CH2:36][CH2:37][CH2:38]1.[CH3:39][OH:40].[Cl:1][c:2]1[cH:3][cH:4][c:5]([CH2:6][O:7][c:8]2[cH:9][cH:10][c:11]3[c:12]([cH:24]2)[CH:13]=[C:14]([C:20](=[O:21])[O:22][CH3:23])[CH2:15][CH2:16][S:17]3(=[O:18])=[O:19])[cH:25][cH:26]1.[ClH:33].[K+:31].[K+:32]>>[Cl:1][c:2]1[cH:3][cH:4][c:5]([CH2:6][O:7][c:8]2[cH:9][cH:10][c:11]3[c:12]([cH:24]2)[CH:13]=[C:14]([C:20](=[O:21])[OH:22])[CH2:15][CH2:16][S:17]3(=[O:18])=[O:19])[cH:25][cH:26]1. Reactants: BrC=1C=C(C(=NC1)C#N)F (5-bromo-3-fluoropicolinonitrile), C([O-])([O-])=O.[Cs+].[Cs+] (cesium carbonate), C1CCOC1 (THF). The reagents and catalysts are C1=CC=C(C=C1)P([C-]2C=CC=C2)C3=CC=CC=C3.C1=CC=C(C=C1)P([C-]2C=CC=C2)C3=CC=CC=C3.Cl[Pd]Cl.[Fe+2] (Pd(dppf)Cl2). Conditions: temperature 65 celsius, time 30 minute. The product is C(C)C=1C=C(C(=NC1)C(=O)N)F (5-ethyl-3-fluoropicolinamide). As a reaction SMILES: Br[C:2]1[CH:3]=[C:4]([F:10])[C:5]([C:8]#[N:9])=[N:6][CH:7]=1.C(=O)([O-])[O-:12].[Cs+].[Cs+].[CH2:17]1COC[CH2:18]1>C1C=CC(P(C2C=CC=CC=2)[C-]2C=CC=C2)=CC=1.C1C=CC(P(C2C=CC=CC=2)[C-]2C=CC=C2)=CC=1.Cl[Pd]Cl.[Fe+2]>[CH2:17]([C:2]1[CH:3]=[C:4]([F:10])[C:5]([C:8]([NH2:9])=[O:12])=[N:6][CH:7]=1)[CH3:18] |f:1.2.3,5.6.7.8|. Reported procedure: A mixture of 5-bromo-3-fluoropicolinonitrile (1.0 g, 5 mmol), Pd(dppf)Cl2 (82 mg, 0.1 mmol) and cesium carbonate (3.26, 10 mmol) in THF (20 mL) was degassed with N2. After addition of a solution of triethylborane (1.0 M THF, 10 mL), the mixture was heated at 65° C. for 5 h. The mixture was cooled down to room temperature, and then further cooled down in an ice bath. Into the mixture was added a solution of NaOH (1.2 g) in 20 mL of H2O, followed by H2O2 (30% aqueous 7 mL). The mixture was stirred... The reactants are C(C)(C)(C)OC(=O)N1C2CC(CC1CC2)(C2=NC=CC=C2C)OC (3-Methoxy-3-(3-methyl-pyridin-2-yl)-8-aza-bicyclo[3.2.1]octane-8-carboxylic acid tert-butyl ester), C(Cl)Cl (DCM). Solvent: Cl (hydrogen chloride), O1CCOCC1 (dioxane). Run at temperature 50 celsius, time 1 hour. The product is Cl.COC1(CC2CCC(C1)N2)C2=NC=CC=C2C (3-Methoxy-3-(3-methyl-pyridin-2-yl)-8-aza-bicyclo[3.2.1]octane hydrochloride). As a reaction SMILES: C(OC([N:8]1[CH:13]2[CH2:14][CH2:15][CH:9]1[CH2:10][C:11]([O:23][CH3:24])([C:16]1[C:21]([CH3:22])=[CH:20][CH:19]=[CH:18][N:17]=1)[CH2:12]2)=O)(C)(C)C.C(Cl)[Cl:26]>Cl.O1CCOCC1>[ClH:26].[CH3:24][O:23][C:11]1([C:16]2[C:21]([CH3:22])=[CH:20][CH:19]=[CH:18][N:17]=2)[CH2:12][CH:13]2[NH:8][CH:9]([CH2:15][CH2:14]2)[CH2:10]1 |f:4.5|. Reported procedure: 3-Methoxy-3-(3-methyl-pyridin-2-yl)-8-aza-bicyclo[3.2.1]octane-8-carboxylic acid tert-butyl ester (0.09 g) was dissolved in a solution of hydrogen chloride in dioxane (4 N, 1.5 mL). The mixture was stirred for 1 hour at 50° C., DCM (3 mL) added and stirred for 5 minutes. The solvent was removed by evaporation under vacuum afford the title compound as a white solid. LCMS m/z 233.1 [M+H]+. R.T.=1.72 min (Analytical Method 3). The reactants are ClCCCN1CN(C2(C1=O)CCN(CC2)CCC2C1C(C(CC2)C1)(C)C)C1=CC=CC=C1 (3-(3-Chloro-propyl)-8-[2-(6,6-dimethyl-bicyclo[3.1.1]hept-2-yl)-ethyl]-1-phenyl-1,3,8-triaza-spiro[4.5]decan-4-one), CN.CCO (methylamine EtOH). The reagents and catalysts are [I-].[Na+] (Sodium iodide). Solvent: O (water), CCOC(=O)C (EtOAc). Reaction conditions: temperature 70 celsius, time 3 day. Yields the product CC1(C2CCC(C1C2)CCN2CCC1(C(N(CN1C1=CC=CC=C1)CCCNC)=O)CC2)C (8-[2-(6,6-Dimethyl-bicyclo[3.1.1]hept-2-yl)-ethyl]-3-(3-methylamino-propyl)-1-phenyl-1,3,8-triaza-spiro[4.5]decan-4-one). Yield: 52.2%. As a reaction SMILES: Cl[CH2:2][CH2:3][CH2:4][N:5]1[C:9](=[O:10])[C:8]2([CH2:15][CH2:14][N:13]([CH2:16][CH2:17][CH:18]3[CH2:23][CH2:22][CH:21]4[CH2:24][CH:19]3[C:20]4([CH3:26])[CH3:25])[CH2:12][CH2:11]2)[N:7]([C:27]2[CH:32]=[CH:31][CH:30]=[CH:29][CH:28]=2)[CH2:6]1.[CH3:33][NH2:34].CCO>O.CCOC(C)=O.[I-].[Na+]>[CH3:26][C:20]1([CH3:25])[CH:19]2[CH2:24][CH:21]1[CH2:22][CH2:23][CH:18]2[CH2:17][CH2:16][N:13]1[CH2:12][CH2:11][C:8]2([N:7]([C:27]3[CH:28]=[CH:29][CH:30]=[CH:31][CH:32]=3)[CH2:6][N:5]([CH2:4][CH2:3][CH2:2][NH:34][CH3:33])[C:9]2=[O:10])[CH2:15][CH2:14]1 |f:1.2,5.6|. Reported procedure: The crude spiro compound (23) (162.8 g; 0.36 mol) was dissolved in methylamine/EtOH solution (Fluka, 8M; 1154 ml; 9.23 mol). Sodium iodide (2.16 g; 0.014 mol) was added and the solution was stirred at 70° C. under N2-atmosphere for 3 days. After cooling the reaction mixture was diluted with water and EtOAc (500 ml each). The aqueous layer was extracted with EtOAc (3×800 ml). The organic layer was washed with brine (500 ml). After drying on Na2SO4 the solvent was evaporated to yield a yellow oil.... Starting materials: example 1 ( b ), CS(=O)(=O)C=1C=CC(=C(C(=O)O)C1)N1CCOCC1 (5-Methanesulfonyl-2-morpholin-4-yl-benzoic acid), Cl.C(CCC)S(=O)(=O)C1=CN=C(S1)N1CCNCC1 (1-[5-(butane-1-sulfonyl)-thiazol-2-yl]-piperazine hydrochloride). The product is C(CCC)S(=O)(=O)C1=CN=C(S1)N1CCN(CC1)C(=O)C1=C(C=CC(=C1)S(=O)(=O)C)N1CCOCC1 ({4-[5-(Butane-1-sulfonyl)-thiazol-2-yl]-piperazin-1-yl}-(5-methanesulfonyl-2-morpholin-4-yl-phenyl)-methanone). Yield: 60.0%. As a reaction SMILES: [CH3:1][S:2]([C:5]1[CH:6]=[CH:7][C:8]([N:14]2[CH2:19][CH2:18][O:17][CH2:16][CH2:15]2)=[C:9]([CH:13]=1)[C:10]([OH:12])=O)(=[O:4])=[O:3].Cl.[CH2:21]([S:25]([C:28]1[S:32][C:31]([N:33]2[CH2:38][CH2:37][NH:36][CH2:35][CH2:34]2)=[N:30][CH:29]=1)(=[O:27])=[O:26])[CH2:22][CH2:23][CH3:24]>>[CH2:21]([S:25]([C:28]1[S:32][C:31]([N:33]2[CH2:38][CH2:37][N:36]([C:10]([C:9]3[CH:13]=[C:5]([S:2]([CH3:1])(=[O:3])=[O:4])[CH:6]=[CH:7][C:8]=3[N:14]3[CH2:19][CH2:18][O:17][CH2:16][CH2:15]3)=[O:12])[CH2:35][CH2:34]2)=[N:30][CH:29]=1)(=[O:27])=[O:26])[CH2:22][CH2:23][CH3:24] |f:1.2|. Procedure: Prepared in analogy to example 1 (b) from 5-Methanesulfonyl-2-morpholin-4-yl-benzoic acid (Example A13) and 1-[5-(butane-1-sulfonyl)-thiazol-2-yl]-piperazine hydrochloride (Example 38(c)). The crude material was purified by chromatography (SiO2, ethyl acetate/heptane) followed by trituration in ether to yield the title compound as a light red crystalline solid (yield 60%). MS (m/e): 557.2 (M+H+, 65%), 574.4 (M+NH4+, 100%). Reactants: C1CCOC1, COC(=O)c1ccc(CNc2cnccc2C)cc1-c1ccccc1, COC(=O)C(N)CCSC, CO, CCOC(C)=O, Cl, Cl, [Li+], [OH-], O=c1c2ccccc2nnn1O, c1ccncc1. Yields the product COC(=O)C(CCSC)NC(=O)c1ccc(CNc2cnccc2C)cc1-c1ccccc1. As a reaction SMILES: [CH2:66]1[O:67][CH2:68][CH2:69][CH2:70]1.[CH3:1][O:2][C:3]([c:4]1[c:5](-[c:19]2[cH:20][cH:21][cH:22][cH:23][cH:24]2)[cH:6][c:7]([CH2:10][NH:11][c:12]2[cH:13][n:14][cH:15][cH:16][c:17]2[CH3:18])[cH:8][cH:9]1)=[O:25].[CH3:30][O:31][C:32]([CH:33]([NH2:34])[CH2:35][CH2:36][S:37][CH3:38])=[O:39].[CH3:52][OH:53].[CH3:54][CH2:55][O:56][C:57](=[O:58])[CH3:59].[ClH:28].[ClH:29].[Li+:26].[OH-:27].[OH:40][n:41]1[c:42](=[O:43])[c:44]2[cH:45][cH:46][cH:47][cH:48][c:49]2[n:50][n:51]1.[cH:60]1[cH:61][cH:62][n:63][cH:64][cH:65]1>>[O:2]=[C:3]([c:4]1[c:5](-[c:19]2[cH:20][cH:21][cH:22][cH:23][cH:24]2)[cH:6][c:7]([CH2:10][NH:11][c:12]2[cH:13][n:14][cH:15][cH:16][c:17]2[CH3:18])[cH:8][cH:9]1)[NH:34][CH:33]([C:32]([O:31][CH3:30])=[O:39])[CH2:35][CH2:36][S:37][CH3:38]. Reaction SMILES: COC(CC(CC(OC)=O)=O)=O.CO.Cl.CN([C:21]1[CH:30]=[C:29]2[C:24]([C:25](CC([O-])=O)=[CH:26][C:27](=[O:31])[O:28]2)=[CH:23][CH:22]=1)CCO>[Cl-].[Zn+2].[Cl-].O>[O:28]1[C:29]2[C:24](=[CH:23][CH:22]=[CH:21][CH:30]=2)[CH:25]=[CH:26][C:27]1=[O:31] |f:4.5.6|. Reagents/catalysts: [Cl-].[Zn+2].[Cl-] (zinc chloride). The solvent is O (water). The reactants are ice, Cl (hydrochloric acid), COC(=O)CC(=O)CC(=O)OC (Dimethyl acetonedicarboxylate), product, CO (methanol), CN(CCO)C1=CC=C2C(=CC(OC2=C1)=O)CC(=O)[O-] (7-[N-methyl-N-(2-hydroxyethyl)amino]coumarin-4-acetate). Reported procedure: Dimethyl acetonedicarboxylate (13.9 g), 13.6 grams of the product from the previous step, 3.0 grams of anhydrous zinc chloride and 35 mL of methanol were refluxed for 23.5 hours. After cooling, the solution was poured over 60 g of ice, 20 mL of water and 3 mL of concentrated hydrochloric acid. The purple oil which separated was extracted into methylene chloride. The methylene chloride solution was washed once with cold water, dried over sodium sulfate, filtered and evaporated (yield 13.6 g of se... Product: O1C(=O)C=CC2=CC=CC=C12 (Coumarin). Starting materials: CNC1CCCCC1NC, CN(C)C=O, [Cu], Cc1cccc(I)c1C, [K+], [K+], [K+], O, O=P([O-])([O-])[O-], O=c1[nH]nc2c3ccccc3n(Cc3ccc(-c4cscn4)nc3)nc1-2. Product: Cc1cccc(-n2nc3c4ccccc4n(Cc4ccc(-c5cscn5)nc4)nc-3c2=O)c1C. As a reaction SMILES: [CH3:36][NH:37][CH:38]1[CH2:39][CH2:40][CH2:41][CH2:42][CH:43]1[NH:44][CH3:45].[CH3:54][N:55]([CH3:56])[CH:57]=[O:58].[Cu:60].[I:27][c:28]1[c:29]([CH3:35])[c:30]([CH3:34])[cH:31][cH:32][cH:33]1.[K+:51].[K+:52].[K+:53].[OH2:59].[P:46]([O-:47])([O-:48])([O-:49])=[O:50].[s:1]1[cH:2][n:3][c:4](-[c:6]2[cH:7][cH:8][c:9]([CH2:12][n:13]3[n:14][c:15]4[c:25](=[O:26])[nH:24][n:23][c:16]-4[c:17]4[cH:18][cH:19][cH:20][cH:21][c:22]34)[cH:10][n:11]2)[cH:5]1>>[s:1]1[cH:2][n:3][c:4](-[c:6]2[cH:7][cH:8][c:9]([CH2:12][n:13]3[n:14][c:15]4[c:25](=[O:26])[n:24](-[c:28]5[c:29]([CH3:35])[c:30]([CH3:34])[cH:31][cH:32][cH:33]5)[n:23][c:16]-4[c:17]4[cH:18][cH:19][cH:20][cH:21][c:22]34)[cH:10][n:11]2)[cH:5]1. Solvent: C(C)(=O)O (acetic acid), O1CCCC1 (tetrahydrofuran), O1CCCC1 (tetrahydrofuran). Starting materials: C(CC(O)(C(=O)O)CC(=O)O)(=O)O (citric acid), solution, C(CCC)[Li] (n-butyllithium), CCCCCC (hexane), C(C)(C)NC(C)C (diisopropylamine), ClC1=CC=C(C=C1)C(C(=O)OC)C (methyl 2-(4-chloro-phenyl)-propionate), C=O (formaldehyde). Reaction SMILES: C([Li])CCC.CCCCCC.C(NC(C)C)(C)C.[Cl:19][C:20]1[CH:25]=[CH:24][C:23]([CH:26]([CH3:31])[C:27](OC)=[O:28])=[CH:22][CH:21]=1.[CH2:32]=[O:33].C(O)(=O)C[C:36](CC(O)=O)(C(O)=O)[OH:37]>O1CCCC1.C(O)(=O)C>[Cl:19][C:20]1[CH:21]=[CH:22][C:23]([C:26]([CH3:31])([CH2:27][OH:28])[C:32]([O:37][CH3:36])=[O:33])=[CH:24][CH:25]=1. Procedure details: 35 ml of a 1.6 molar solution of n-butyllithium in hexane (61 mmol) are added dropwise to a solution of 8.1 ml of diisopropylamine (85 mmol) in 20 ml of tetrahydrofuran at −78° C. Then a solution of 10.0 g (50 mmol) of methyl 2-(4-chloro-phenyl)-propionate in 30 ml of tetrahydrofuran is added dropwise at −78° C. Gaseous formaldehyde is piped into the reaction mixture at −20° C. for 30 minutes. After the addition of 5% citric acid and glacial acetic acid the mixture is extracted with ethyl acetat... Product: ClC1=CC=C(C=C1)C(C(=O)OC)(CO)C (methyl 2-(4-chloro-phenyl)-3-hydroxy-2-methyl-propionate).